Dataset: the Open Reaction Database (ORD), a public repository of structured organic reaction records. Task: describe an organic reaction: reactants, conditions, products, and yield The reactants are FC(C(=O)NC=1N=C2N(C=C(C=C2)F)C1C)(F)F (2,2,2-trifluoro-N-(6-fluoro-3-methylimidazo[1,2-a]pyridin-2-yl)acetamide), C([O-])([O-])=O.[K+].[K+] (Potassium carbonate). The solvent is CO (methanol), O (water). Conditions: temperature 100 celsius. The product is FC=1C=CC=2N(C1)C(=C(N2)N)C (6-fluoro-3-methylimidazo[1,2-a]pyridin-2-amine). RXN SMILES: FC(F)(F)C([NH:5][C:6]1[N:7]=[C:8]2[CH:13]=[CH:12][C:11]([F:14])=[CH:10][N:9]2[C:15]=1[CH3:16])=O.C(=O)([O-])[O-].[K+].[K+]>CO.O>[F:14][C:11]1[CH:12]=[CH:13][C:8]2[N:9]([C:15]([CH3:16])=[C:6]([NH2:5])[N:7]=2)[CH:10]=1 |f:1.2.3|. Procedure: 2,2,2-trifluoro-N-(6-fluoro-3-methylimidazo[1,2-a]pyridin-2-yl)acetamide (0.188 g, 0.00072 mol) was dissolved in methanol (4.0 mL) and water (0.5 mL). Potassium carbonate (0.40 g, 0.0029 mol) was added and heated in the microwave for 45 min at 100° C. The solvent concentrated and residue was partitioned between water (50 mL) and ethyl acetate (50 mL). The layers were separated and the organic layer was dried (magnesium sulfate) then chromatographed on silica (55:40:5, DCM:acetonitrle:MeOH) to gi...